This data is from the Open Reaction Database (ORD), a public repository of structured organic reaction records. The task is: describe an organic reaction: reactants, conditions, products, and yield Reactants: Cc1cc(O)cc(C)c1Br, CCOC(=O)CCNC(=O)c1ccc(C(CO)C(C)C)cc1, CCCCP(CCCC)CCCC, Cc1ccccc1, O=C(N=NC(=O)N1CCCCC1)N1CCCCC1. Yields the product CCOC(=O)CCNC(=O)c1ccc(C(COc2cc(C)c(Br)c(C)c2)C(C)C)cc1. Reaction SMILES: [Br:1][c:2]1[c:3]([CH3:10])[cH:4][c:5]([OH:9])[cH:6][c:7]1[CH3:8].[CH2:11]([CH3:12])[O:13][C:14]([CH2:15][CH2:16][NH:17][C:18]([c:19]1[cH:20][cH:21][c:22]([CH:25]([CH:26]([CH3:27])[CH3:28])[CH2:29][OH:30])[cH:23][cH:24]1)=[O:31])=[O:32].[CH2:33]([P:34]([CH2:35][CH2:36][CH2:37][CH3:38])[CH2:39][CH2:40][CH2:41][CH3:42])[CH2:43][CH2:44][CH3:45].[CH3:64][c:65]1[cH:66][cH:67][cH:68][cH:69][cH:70]1.[N:46]([C:47]([N:48]1[CH2:49][CH2:50][CH2:51][CH2:52][CH2:53]1)=[O:54])=[N:55][C:56]([N:57]1[CH2:58][CH2:59][CH2:60][CH2:61][CH2:62]1)=[O:63]>>[Br:1][c:2]1[c:3]([CH3:10])[cH:4][c:5]([O:9][CH2:29][CH:25]([c:22]2[cH:21][cH:20][c:19]([C:18]([NH:17][CH2:16][CH2:15][C:14]([O:13][CH2:11][CH3:12])=[O:32])=[O:31])[cH:24][cH:23]2)[CH:26]([CH3:27])[CH3:28])[cH:6][c:7]1[CH3:8]. RXN SMILES: [Br:20][CH2:21][CH2:22][CH2:23][O:24][CH:25]1[O:26][CH2:27][CH2:28][CH2:29][CH2:30]1.[K+:14].[K+:15].[N:1]1([c:7]2[cH:8][c:9]([OH:13])[cH:10][cH:11][cH:12]2)[CH2:2][CH2:3][NH:4][CH2:5][CH2:6]1.[O-:16][C:17]([O-:18])=[O:19].[O:31]=[CH:32][N:33]([CH3:34])[CH3:35]>>[N:1]1([c:7]2[cH:8][c:9]([OH:13])[cH:10][cH:11][cH:12]2)[CH2:2][CH2:3][N:4]([CH2:21][CH2:22][CH2:23][O:24][CH:25]2[O:26][CH2:27][CH2:28][CH2:29][CH2:30]2)[CH2:5][CH2:6]1. Product: Oc1cccc(N2CCN(CCCOC3CCCCO3)CC2)c1. Reactants: BrCCCOC1CCCCO1, [K+], [K+], Oc1cccc(N2CCNCC2)c1, O=C([O-])[O-], CN(C)C=O. Starting materials: BrC1=C(C=C(C=C1C)OC1OCCCC1)CO ((2-bromo-3-methyl-5-(tetrahydro-2H-pyran-2-yloxy)phenyl)methanol), O1CCCC=C1 (3,4 dihydro-2H-pyran). Reagents/catalysts: C12(C(=O)CC(CC1)C2(C)C)CS(=O)(=O)O (camphorsulfonic acid). The solvent is C(Cl)Cl (CH2Cl2). Conditions: time 21 hour. Product: BrC1=C(C=C(OC2OCCCC2)C=C1COC1OCCCC1)C (2-(4-bromo-3-methyl-5-((tetrahydro-2H-pyran-2-yloxy)methyl)phenoxy)tetrahydro-2H-pyran). Isolated yield 90.2%. As a reaction SMILES: [Br:1][C:2]1[C:7]([CH3:8])=[CH:6][C:5]([O:9][CH:10]2[CH2:15][CH2:14][CH2:13][CH2:12][O:11]2)=[CH:4][C:3]=1[CH2:16][OH:17].[O:18]1[CH:23]=[CH:22][CH2:21][CH2:20][CH2:19]1>C(Cl)Cl.C12(CS(O)(=O)=O)C(C)(C)C(CC1)CC2=O>[Br:1][C:2]1[C:3]([CH2:16][O:17][CH:19]2[CH2:20][CH2:21][CH2:22][CH2:23][O:18]2)=[CH:4][C:5]([O:9][CH:10]2[CH2:15][CH2:14][CH2:13][CH2:12][O:11]2)=[CH:6][C:7]=1[CH3:8]. Reported procedure: To a solution of (2-bromo-3-methyl-5-(tetrahydro-2H-pyran-2-yloxy)phenyl)methanol (2.54 g, 8.43 mmol) and 3,4 dihydro-2H-pyran (0.92 mL, 10.12 mmol) in CH2Cl2 (8 mL) was added camphorsulfonic acid (40 mg, 0.17 mmol), and the mixture was stirred at room temperature for 21 h. The reaction mixture was then quenched with equal volumes of 0.2 M NaOH and EtOAc (1:1, 20 mL) before the layers were separated. The water phase was further extracted with equal volume of EtOAc before the organic layers were ... Yields the product N1=C(N=CC=2NC=3C=CC=CC3C21)C(=O)O (5H-Pyrimido[5,4-b]indole-2-carboxylic Acid). The solvent is C=1(C(=CC=CC1)C)C (xylene). As a reaction SMILES: C([O:3][C:4]([C:6]1[NH:18][C:17]2[C:16]3[CH:15]=[CH:14][CH:13]=[CH:12][C:11]=3[N:10](S(C3C=CC(C)=CC=3)(=O)=O)[C:9]=2[CH2:8][N:7]=1)=[O:5])C>C1(C)C(C)=CC=CC=1.[Pd].[C]>[N:18]1[C:17]2[C:16]3[CH:15]=[CH:14][CH:13]=[CH:12][C:11]=3[NH:10][C:9]=2[CH:8]=[N:7][C:6]=1[C:4]([OH:5])=[O:3] |f:2.3|. The reactants are C(C)OC(=O)C1=NCC=2N(C=3C=CC=CC3C2N1)S(=O)(=O)C1=CC=C(C)C=C1 (1,4-dihydro-5-tosyl-5H-pyrimido[5,4-b]indole-2-carboxylic acid ethyl ester). Procedure details: Under argon, 10 g of 1,4-dihydro-5-tosyl-5H-pyrimido[5,4-b]indole-2-carboxylic acid ethyl ester is refluxed for 10 hours in 200 ml of xylene with 5 g of 10% Pd-carbon. The filtrate is then removed from the palladium-carbon by evaporation, the evaporation residue yielding, after recrystallization from an ethyl acetate/ether mixture, 5 g of 5-tosyl-5H-pyrimido[5,4-b]indole-2-carboxylic acid ethyl ester, mp 187°-189° C. The reagents and catalysts are [Pd].[C] (Pd carbon). The reactants are C(C(=O)O)(=O)O.C(C)OCCOC1=CC=C(CCNCC(CO)C2=CC=CC=C2)C=C1 (β-[[[p-(2-ethoxyethoxy)phenethyl]amino]methyl]-phenethyl alcohol oxalate). Solvent: CS(=O)C (DMSO). Yields the product C(C)OCCOC1=CC=C(C=C1)CC(=O)N (p-(2-ethoxyethoxy)phenylacetamide). As a reaction SMILES: C(O)(=O)C(O)=[O:3].[CH2:7]([O:9][CH2:10][CH2:11][O:12][C:13]1[CH:31]=[CH:30][C:16]([CH2:17][CH2:18][NH:19]CC(C2C=CC=CC=2)CO)=[CH:15][CH:14]=1)[CH3:8]>CS(C)=O>[CH2:7]([O:9][CH2:10][CH2:11][O:12][C:13]1[CH:31]=[CH:30][C:16]([CH2:17][C:18]([NH2:19])=[O:3])=[CH:15][CH:14]=1)[CH3:8] |f:0.1|. Procedure details: from N-[(R or S)-3-hydroxy-2-phenylpropyl]-p-(2-ethoxyethoxy)phenylacetamide there was prepared (R or S)-β-[[[p-(2-ethoxyethoxy)phenethyl]amino]methyl]-phenethyl alcohol oxalate m.p. 152°-154° C., [α]D -9° (DMSO, c=1%) Reactants: COc1cc2c(cc1OC)C(C(C#N)SCC(=O)O)=NCC2, CC(=O)OC(C)=O, c1ccncc1. Yields the product COc1cc2c(cc1OC)C1=C(C#N)SCC(=O)N1CC2. RXN SMILES: [C:1](=[O:2])([OH:3])[CH2:4][S:5][CH:6]([C:7]#[N:8])[C:9]1=[N:10][CH2:11][CH2:12][c:13]2[cH:14][c:15]([O:21][CH3:22])[c:16]([O:19][CH3:20])[cH:17][c:18]21.[CH3:23][C:24]([O:25][C:26](=[O:27])[CH3:28])=[O:29].[cH:30]1[cH:31][cH:32][n:33][cH:34][cH:35]1>>[C:1]1(=[O:2])[CH2:4][S:5][C:6]([C:7]#[N:8])=[C:9]2[N:10]1[CH2:11][CH2:12][c:13]1[cH:14][c:15]([O:21][CH3:22])[c:16]([O:19][CH3:20])[cH:17][c:18]12. Starting materials: O (water), ClC(=O)OC1=CC=C(C=C1)[N+](=O)[O-] (4-nitrophenyl chloroformate), C(C)(C)N(CC)C(C)C (diisopropylethylamine), C(C)O\C(\C(=O)OCC)=C/C=1C=NC(=CC1)C1=CC(=CC=C1)NC (ethyl (Z)-2-ethoxy-3-[6-(3-methylaminophenyl)pyrid-3-yl]acrylate). Solvent: ClCCl (dichloromethane), ClCCl (dichloromethane). Reaction conditions: time 30 minute. Yields the product C(C)O\C(\C(=O)OCC)=C/C=1C=NC(=CC1)C1=CC(=CC=C1)N(C(=O)OC1=CC=C(C=C1)[N+](=O)[O-])C (ethyl (Z)-2-ethoxy-3-(6-{3-[methyl-(4-nitrophenoxycarbonyl)amino]phenyl}pyrid-3-yl)acrylate). The yield is 118.4%. RXN SMILES: Cl[C:2]([O:4][C:5]1[CH:10]=[CH:9][C:8]([N+:11]([O-:13])=[O:12])=[CH:7][CH:6]=1)=[O:3].C(N(C(C)C)CC)(C)C.[CH2:23]([O:25]/[C:26](=[CH:32]\[C:33]1[CH:34]=[N:35][C:36]([C:39]2[CH:44]=[CH:43][CH:42]=[C:41]([NH:45][CH3:46])[CH:40]=2)=[CH:37][CH:38]=1)/[C:27]([O:29][CH2:30][CH3:31])=[O:28])[CH3:24].O>ClCCl>[CH2:23]([O:25]/[C:26](=[CH:32]\[C:33]1[CH:34]=[N:35][C:36]([C:39]2[CH:44]=[CH:43][CH:42]=[C:41]([N:45]([CH3:46])[C:2]([O:4][C:5]3[CH:10]=[CH:9][C:8]([N+:11]([O-:13])=[O:12])=[CH:7][CH:6]=3)=[O:3])[CH:40]=2)=[CH:37][CH:38]=1)/[C:27]([O:29][CH2:30][CH3:31])=[O:28])[CH3:24]. Procedure details: 0.17 g (0.83 mmol) of 4-nitrophenyl chloroformate and then 0.14 mL (0.83 mmol) of diisopropylethylamine are added to a solution of 0.18 g (0.55 mmol) of ethyl (Z)-2-ethoxy-3-[6-(3-methylaminophenyl)pyrid-3-yl]acrylate in 5 mL of dichloromethane. The reaction mixture is stirred for 1 hour 30 minutes at room temperature. The reaction is stopped by addition of 5 mL of water and extraction with dichloromethane. The organic phases are combined and then dried over magnesium sulfate. The solvents are e...